describe an organic reaction: reactants, conditions, products, and yield From a dataset of the Open Reaction Database (ORD), a public repository of structured organic reaction records. Starting materials: [BH4-], CN=Cc1ccc(-c2ccc(OC)c(Br)c2)cc1, CCO, Cl, [Na+]. The product is CNCc1ccc(-c2ccc(OC)c(Br)c2)cc1, Cl. RXN SMILES: [BH4-:19].[Br:1][c:2]1[cH:3][c:4](-[c:10]2[cH:11][cH:12][c:13]([CH:16]=[N:17][CH3:18])[cH:14][cH:15]2)[cH:5][cH:6][c:7]1[O:8][CH3:9].[CH3:22][CH2:23][OH:24].[ClH:21].[Na+:20]>>[Br:1][c:2]1[cH:3][c:4](-[c:10]2[cH:11][cH:12][c:13]([CH2:16][NH:17][CH3:18])[cH:14][cH:15]2)[cH:5][cH:6][c:7]1[O:8][CH3:9].[ClH:21]. Reactants: Nc1cccc(Br)c1Br, CC(C)(C)c1ccc(C(=O)Cl)cc1, CCN(C(C)C)C(C)C, C1COCCO1. Product: CC(C)(C)c1ccc(C(=O)Nc2cccc(Br)c2Br)cc1. As a reaction SMILES: [Br:1][c:2]1[c:3]([NH2:4])[cH:5][cH:6][cH:7][c:8]1[Br:9].[C:10]([CH3:11])([CH3:12])([CH3:13])[c:14]1[cH:15][cH:16][c:17]([C:18](=[O:19])[Cl:20])[cH:21][cH:22]1.[CH:23]([N:24]([CH:25]([CH3:26])[CH3:27])[CH2:28][CH3:29])([CH3:30])[CH3:31].[O:32]1[CH2:33][CH2:34][O:35][CH2:36][CH2:37]1>>[Br:1][c:2]1[c:3]([NH:4][C:18]([c:17]2[cH:16][cH:15][c:14]([C:10]([CH3:11])([CH3:12])[CH3:13])[cH:22][cH:21]2)=[O:19])[cH:5][cH:6][cH:7][c:8]1[Br:9]. Reactants: [Mg] (Magnesium), CC(C)(C1=CC=C(C=C1)OCC1=CC=C(C=C1)C(F)(F)F)N1CCN(CC1)S(=O)(=O)C1=CC=C(C=C1)C (1-{1-methyl-1-[4-(4-trifluoromethylbenzyloxy)phenyl]ethyl}-4-(toluene-4-sulfonyl]piperazine), [Mg] (magnesium). Run in CO (methanol). Conditions: temperature 60 celsius, time 1 hour. The product is CC(C)(C1=CC=C(C=C1)OCC1=CC=C(C=C1)C(F)(F)F)N1CCNCC1 (1-{1-methyl-1-[4-(4-trifluoromethylbenzyloxy)phenyl]ethyl}piperazine), oil. The yield is 55.0%. As a reaction SMILES: [Mg].[CH3:2][C:3]([N:23]1[CH2:28][CH2:27][N:26](S(C2C=CC(C)=CC=2)(=O)=O)[CH2:25][CH2:24]1)([C:5]1[CH:10]=[CH:9][C:8]([O:11][CH2:12][C:13]2[CH:18]=[CH:17][C:16]([C:19]([F:22])([F:21])[F:20])=[CH:15][CH:14]=2)=[CH:7][CH:6]=1)[CH3:4]>CO>[CH3:4][C:3]([N:23]1[CH2:24][CH2:25][NH:26][CH2:27][CH2:28]1)([C:5]1[CH:10]=[CH:9][C:8]([O:11][CH2:12][C:13]2[CH:14]=[CH:15][C:16]([C:19]([F:20])([F:21])[F:22])=[CH:17][CH:18]=2)=[CH:7][CH:6]=1)[CH3:2]. Procedure: Magnesium (1.83 g, 75.0 mmol) was added to a methanol solution (50 ml) of 1-{1-methyl-1-[4-(4-trifluoromethylbenzyloxy)phenyl]ethyl}-4-(toluene-4-sulfonyl]piperazine (2.67 g, 5.0 mmol) and stirred at 60° C. After hours, magnesium (0.61 g, 25.1 mmol) was added thereto and further stirred. After 1 hour, heating was stopped and the solvent was distilled off. Ice and 10% hydrochloric acid (100 ml) were added to the residue and stirred. Ethyl acetate was added and further stirred. The mixture was sep... Reactants: O=C(O)c1ccc(C[NH+]2CCOCC2)cc1, Cc1ccccc1, [Cl-], CN(C)C=O, O=S(Cl)Cl. Product: O=C(Cl)c1ccc(CN2CCOCC2)cc1. Reaction SMILES: [C:2](=[O:3])([OH:4])[c:5]1[cH:6][cH:7][c:8]([CH2:9][NH+:10]2[CH2:11][CH2:12][O:13][CH2:14][CH2:15]2)[cH:16][cH:17]1.[CH3:27][c:28]1[cH:29][cH:30][cH:31][cH:32][cH:33]1.[Cl-:1].[O:18]=[CH:19][N:20]([CH3:21])[CH3:22].[S:23]([Cl:24])([Cl:25])=[O:26]>>[C:2](=[O:3])([c:5]1[cH:6][cH:7][c:8]([CH2:9][N:10]2[CH2:11][CH2:12][O:13][CH2:14][CH2:15]2)[cH:16][cH:17]1)[Cl:25]. As a reaction SMILES: [CH2:23]([O:24][CH2:25][CH3:26])[CH3:27].[CH:29]([OH:30])=[O:31].[Cl:1][CH2:2][CH2:3][NH:4][C:5](=[O:6])[NH:7][CH:8]1[CH:9]([OH:10])[CH:11]([OH:12])[CH:13]([OH:14])[CH:15]([CH2:17][OH:18])[O:16]1.[N:19](=[O:20])[O-:21].[Na+:22].[OH2:28]>>[Cl:1][CH2:2][CH2:3][N:4]([C:5](=[O:6])[NH:7][CH:8]1[CH:9]([OH:10])[CH:11]([OH:12])[CH:13]([OH:14])[CH:15]([CH2:17][OH:18])[O:16]1)[N:19]=[O:20]. The reactants are CCOCC, O=CO, O=C(NCCCl)NC1OC(CO)C(O)C(O)C1O, O=N[O-], [Na+], O. The product is O=NN(CCCl)C(=O)NC1OC(CO)C(O)C(O)C1O. Reactants: OCc1ccnc(Br)c1, O=C([O-])[O-], [K+], [K+], O, Oc1ccccc1. As a reaction SMILES: [Br:1][c:2]1[n:3][cH:4][cH:5][c:6]([CH2:8][OH:9])[cH:7]1.[C:17](=[O:18])([O-:19])[O-:20].[K+:21].[K+:22].[OH2:23].[OH:10][c:11]1[cH:12][cH:13][cH:14][cH:15][cH:16]1>>[c:2]1([O:10][c:11]2[cH:12][cH:13][cH:14][cH:15][cH:16]2)[n:3][cH:4][cH:5][c:6]([CH2:8][OH:9])[cH:7]1. The product is OCc1ccnc(Oc2ccccc2)c1.